Dataset: the Open Reaction Database (ORD), a public repository of structured organic reaction records. Task: describe an organic reaction: reactants, conditions, products, and yield Reactants: COC(=O)[C@H]1[C@@H](C1)C(=O)O (trans-cyclopropane-1,2-dicarboxylic acid monomethyl ester), COC=1C=CC2=C(C1)C(=CC=N2)[C@H]([C@@H]3C[C@@H]4CCN3C[C@@H]4C=C)O (quinine), CC1CCCCC1 (methylcyclohexane). The solvent is CC(=O)C (acetone). Product: COC(=O)[C@@H]1[C@H](C1)C(=O)O ((S,S)-(+)-Cyclopropane-1,2-dicarboxylic acid monomethyl ester). Reaction SMILES: [CH3:1][O:2][C:3]([C@@H:5]1[CH2:7][C@H:6]1[C:8]([OH:10])=[O:9])=[O:4].COC1C=CC2N=CC=C([C@@H](O)[C@H]3N4C[C@H](C=C)[C@@H](CC4)C3)C=2C=1.CC1CCCCC1>CC(C)=O>[CH3:1][O:2][C:3]([C@H:5]1[CH2:7][C@@H:6]1[C:8]([OH:10])=[O:9])=[O:4]. Procedure details: Add trans-cyclopropane-1,2-dicarboxylic acid monomethyl ester, Example 3a, (19.46 g) in acetone to quinine (43.8 g) in one portion. Heat the reaction to reflux, and then add methylcyclohexane (150 mL). After crystallization (5 times) from acetone/methylcyclohexane, collect 6.2 g of the diastereomeric salt (αD:+173, c:7.3 CHCl3) The reactants are CN1C(CC=C(C=C1)C1=CC=CC=C1)=O (1-methyl-5-phenyl-1,3-dihydro-azepin-2-one), CC(C)([O-])C.[K+] (potassium tertiary-butoxide), O1CCCC1 (tetrahydrofuran), N(=O)OCCC(C)C (Isoamyl nitrite). Run in Cl (HCl), C(C)(C)(C)OC (methyl tertiary-butyl ether), C1CCCCC1 (cyclohexane), C1CCCCC1 (cyclohexane), C(C)(C)(C)OC (methyl tertiary-butyl ether). Run at temperature -10 celsius, time 8 hour. Product: CN1C(C(C=C(C=C1)C1=CC=CC=C1)=NO)=O (1-Methyl-5-phenyl-1H-azepine-2,3-dione 3-oxime). Yield: 80.6%. Reaction SMILES: [CH3:1][N:2]1[CH:8]=[CH:7][C:6]([C:9]2[CH:14]=[CH:13][CH:12]=[CH:11][CH:10]=2)=[CH:5][CH2:4][C:3]1=[O:15].O1CCCC1.[N:21](OCCC(C)C)=[O:22].CC(C)([O-])C.[K+]>Cl.C(OC)(C)(C)C.C1CCCCC1>[CH3:1][N:2]1[CH:8]=[CH:7][C:6]([C:9]2[CH:14]=[CH:13][CH:12]=[CH:11][CH:10]=2)=[CH:5][C:4](=[N:21][OH:22])[C:3]1=[O:15] |f:3.4|. Procedure: The 1-methyl-5-phenyl-1,3-dihydro-azepin-2-one (183 g, 918.4 mmol) is combined with tetrahydrofuran (1500 mL) and the solution cooled to −25° C. to −30° C. Isoamyl nitrite (148.1 mL, 1.102 mol) is added followed by potassium tertiary-butoxide (108.2 g, 964.4 mmol) providing an exotherm to about −5° C. The solution is re-cooled to −10° C., then allowed to slowly warm to room temperature. The reaction contents are allowed to stir overnight. The reaction contents are diluted with 3N aqueous HCl (30...